From a dataset of the Open Reaction Database (ORD), a public repository of structured organic reaction records. describe an organic reaction: reactants, conditions, products, and yield The reactants are CC(C)C(NC(=O)OCc1ccccc1)C(=O)O, CCOC(=O)CNC1Cc2ccccc2C1, CCN=C=NCCCN(C)C, CN(C)c1ccncc1, ClCCl, Cl, Cl. The product is CCOC(=O)CN(C(=O)C(NC(=O)OCc1ccccc1)C(C)C)C1Cc2ccccc2C1. As a reaction SMILES: [C:1](=[O:2])([O:3][CH2:4][c:5]1[cH:6][cH:7][cH:8][cH:9][cH:10]1)[NH:11][CH:12]([CH:13]([CH3:14])[CH3:15])[C:16](=[O:17])[OH:18].[CH2:20]([CH3:21])[O:22][C:23]([CH2:24][NH:25][CH:26]1[CH2:27][c:28]2[cH:29][cH:30][cH:31][cH:32][c:33]2[CH2:34]1)=[O:35].[CH3:37][N:38]([CH3:39])[CH2:40][CH2:41][CH2:42][N:43]=[C:44]=[N:45][CH2:46][CH3:47].[CH3:48][N:49]([CH3:50])[c:51]1[cH:52][cH:53][n:54][cH:55][cH:56]1.[Cl:57][CH2:58][Cl:59].[ClH:19].[ClH:36]>>[C:1](=[O:2])([O:3][CH2:4][c:5]1[cH:6][cH:7][cH:8][cH:9][cH:10]1)[NH:11][CH:12]([CH:13]([CH3:14])[CH3:15])[C:16](=[O:18])[N:25]([CH2:24][C:23]([O:22][CH2:20][CH3:21])=[O:35])[CH:26]1[CH2:27][c:28]2[cH:29][cH:30][cH:31][cH:32][c:33]2[CH2:34]1.